Dataset: the Open Reaction Database (ORD), a public repository of structured organic reaction records. Task: describe an organic reaction: reactants, conditions, products, and yield Starting materials: [BH4-], O=Cc1cc(Br)ccc1F, CCO, [Na+]. Yields the product OCc1cc(Br)ccc1F. As a reaction SMILES: [BH4-:11].[Br:1][c:2]1[cH:3][cH:4][c:5]([F:10])[c:6]([CH:7]=[O:8])[cH:9]1.[CH3:13][CH2:14][OH:15].[Na+:12]>>[Br:1][c:2]1[cH:3][cH:4][c:5]([F:10])[c:6]([CH2:7][OH:8])[cH:9]1. The reactants are CCOC(=O)C1(Sc2nnc(Br)n2-c2ccc(C3CC3)c3ccccc23)CCC1, C1CCOC1, CO, [Li+], [OH-]. The product is O=C(O)C1(Sc2nnc(Br)n2-c2ccc(C3CC3)c3ccccc23)CCC1. As a reaction SMILES: [Br:3][c:4]1[n:5](-[c:19]2[cH:20][cH:21][c:22]([CH:29]3[CH2:30][CH2:31]3)[c:23]3[cH:24][cH:25][cH:26][cH:27][c:28]23)[c:6]([S:9][C:10]2([C:14](=[O:15])[O:16][CH2:17][CH3:18])[CH2:11][CH2:12][CH2:13]2)[n:7][n:8]1.[CH2:32]1[O:33][CH2:34][CH2:35][CH2:36]1.[CH3:37][OH:38].[Li+:1].[OH-:2]>>[Br:3][c:4]1[n:5](-[c:19]2[cH:20][cH:21][c:22]([CH:29]3[CH2:30][CH2:31]3)[c:23]3[cH:24][cH:25][cH:26][cH:27][c:28]23)[c:6]([S:9][C:10]2([C:14](=[O:15])[OH:16])[CH2:11][CH2:12][CH2:13]2)[n:7][n:8]1.